This data is from the Open Reaction Database (ORD), a public repository of structured organic reaction records. The task is: describe an organic reaction: reactants, conditions, products, and yield Reactants: FC=1C=C(C=C(C1)CO)[C@@H]1N(C(OC1)(C)C)C(=O)OC(C)(C)C ((S)-tert-butyl 4-(3-fluoro-5-(hydroxymethyl)phenyl)-2,2-dimethyloxazolidine-3-carboxylate), ClC1=NC(=NC(=N1)Cl)Cl (2,4,6-trichloro-1,3,5-triazine). Solvent: CCOC(=O)C (EtOAc), CS(=O)C (DMSO). Run at time 30 minute. The product is ClCC=1C=C(C=C(C1)F)[C@@H]1N(C(OC1)(C)C)C(=O)OC(C)(C)C ((S)-tert-butyl 4-(3-(chloromethyl)-5-fluorophenyl)-2,2-dimethyloxazolidine-3-carboxylate). Isolated yield 157.1%. As a reaction SMILES: [F:1][C:2]1[CH:3]=[C:4]([C@H:10]2[CH2:14][O:13][C:12]([CH3:16])([CH3:15])[N:11]2[C:17]([O:19][C:20]([CH3:23])([CH3:22])[CH3:21])=[O:18])[CH:5]=[C:6]([CH2:8]O)[CH:7]=1.[Cl:24]C1N=C(Cl)N=C(Cl)N=1>CS(C)=O.CCOC(C)=O>[Cl:24][CH2:8][C:6]1[CH:5]=[C:4]([C@H:10]2[CH2:14][O:13][C:12]([CH3:16])([CH3:15])[N:11]2[C:17]([O:19][C:20]([CH3:23])([CH3:22])[CH3:21])=[O:18])[CH:3]=[C:2]([F:1])[CH:7]=1. Procedure: To a solution of (S)-tert-butyl 4-(3-fluoro-5-(hydroxymethyl)phenyl)-2,2-dimethyloxazolidine-3-carboxylate (330 mg, 1.014 mmol) in anhydrous DMSO (2. 028 mL) was added 2,4,6-trichloro-1,3,5-triazine (112 mg, 0.609 mmol) portionwise. The mixture was stirred at room temperature for 30 min. The mixture was diluted with EtOAc, and separated. The organic phase was washed with H2O (5×30 mL), dried over anhydrous Na2SO4, filtered off and concentrated under reduced pressure. The residue was purified wit... Starting materials: CC(C)(C)C[Mg+], COC(=O)c1csc(C=O)c1, CCOCC, [Cl-], O. Yields the product COC(=O)c1csc(C(O)CC(C)(C)C)c1. Reaction SMILES: [CH2:13]([C:14]([CH3:15])([CH3:16])[CH3:17])[Mg+:18].[CH3:1][O:2][C:3](=[O:4])[c:5]1[cH:6][s:7][c:8]([CH:10]=[O:11])[cH:9]1.[CH3:20][CH2:21][O:22][CH2:23][CH3:24].[Cl-:12].[OH2:19]>>[CH3:1][O:2][C:3](=[O:4])[c:5]1[cH:6][s:7][c:8]([CH:10]([OH:11])[CH2:13][C:14]([CH3:15])([CH3:16])[CH3:17])[cH:9]1.